From a dataset of the Open Reaction Database (ORD), a public repository of structured organic reaction records. describe an organic reaction: reactants, conditions, products, and yield Reactants: COc1ccc(Cn2nc(C3=CCN(C(=O)OC(C)(C)C)CC3)c3c(Oc4ccc(N)cc4F)ccnc32)cc1, Cc1ccc(S(=O)(=O)NN)cc1, Cc1ccccc1. The product is COc1ccc(Cn2nc(C3CCN(C(=O)OC(C)(C)C)CC3)c3c(Oc4ccc(N)cc4F)ccnc32)cc1. Reaction SMILES: [CH3:1][O:2][c:3]1[cH:4][cH:5][c:6]([CH2:7][n:8]2[n:9][c:10]([C:26]3=[CH:27][CH2:28][N:29]([C:32](=[O:33])[O:34][C:35]([CH3:36])([CH3:37])[CH3:38])[CH2:30][CH2:31]3)[c:11]3[c:12]2[n:13][cH:14][cH:15][c:16]3[O:17][c:18]2[c:19]([F:25])[cH:20][c:21]([NH2:24])[cH:22][cH:23]2)[cH:39][cH:40]1.[CH3:41][c:42]1[cH:43][cH:44][c:45]([S:46]([NH:47][NH2:48])(=[O:49])=[O:50])[cH:51][cH:52]1.[CH3:53][c:54]1[cH:55][cH:56][cH:57][cH:58][cH:59]1>>[CH3:1][O:2][c:3]1[cH:4][cH:5][c:6]([CH2:7][n:8]2[n:9][c:10]([CH:26]3[CH2:27][CH2:28][N:29]([C:32](=[O:33])[O:34][C:35]([CH3:36])([CH3:37])[CH3:38])[CH2:30][CH2:31]3)[c:11]3[c:12]2[n:13][cH:14][cH:15][c:16]3[O:17][c:18]2[c:19]([F:25])[cH:20][c:21]([NH2:24])[cH:22][cH:23]2)[cH:39][cH:40]1.